Dataset: the Open Reaction Database (ORD), a public repository of structured organic reaction records. Task: describe an organic reaction: reactants, conditions, products, and yield The reactants are S(O)(O)(=O)=O (sulfuric acid), NC(C#N)C1=C(C=C(C(=C1)OC)Cl)Cl (2-amino-2-(2,4-dichloro-5-methoxyphenyl)acetonitrile), O.N (ammonia water). Solvent: O (water). Conditions: time 3 hour. Product: NC(C(=O)N)C1=C(C=C(C(=C1)OC)Cl)Cl (2-amino-2-(2,4-dichloro-5-methoxyphenyl)acetamide). The yield is 46.0%. Reaction SMILES: S(=O)(=O)(O)O.[NH2:6][CH:7]([C:10]1[CH:15]=[C:14]([O:16][CH3:17])[C:13]([Cl:18])=[CH:12][C:11]=1[Cl:19])[C:8]#[N:9].[OH2:20].N>O>[NH2:6][CH:7]([C:10]1[CH:15]=[C:14]([O:16][CH3:17])[C:13]([Cl:18])=[CH:12][C:11]=1[Cl:19])[C:8]([NH2:9])=[O:20] |f:2.3|. Reported procedure: Then, 3.6 g of concentrated sulfuric acid was added to 0.33 g of water, to which 15.0 g of 2-amino-2-(2,4-dichloro-5-methoxyphenyl)acetonitrile was added under ice cooling, and the mixture was heated at 50° to 60° C. under stirring for 3 hours. After completion of the reaction, the reaction mixture was poured into 15 ml of concentrated ammonia water cooled with ice in such a manner that the temperature of the solution became not higher than 20° C. The precipitated crystals were collected by filt... As a reaction SMILES: [NH2:1][C:2]1[C:7]2=[C:8](Br)[CH:9]=[C:10]([CH2:11][CH2:12][OH:13])[N:6]2[N:5]=[CH:4][N:3]=1.[CH2:15]([N:22]1[CH:30]=[C:29]2[C:24]([CH:25]=[C:26](B3OC(C)(C)C(C)(C)O3)[CH:27]=[CH:28]2)=[N:23]1)[C:16]1[CH:21]=[CH:20][CH:19]=[CH:18][CH:17]=1.ClCCl.C(=O)([O-])[O-].[Na+].[Na+]>CCO.C1(C)C=CC=CC=1>[NH2:1][C:2]1[C:7]2=[C:8]([C:26]3[CH:27]=[CH:28][C:29]4[C:24]([CH:25]=3)=[N:23][N:22]([CH2:15][C:16]3[CH:21]=[CH:20][CH:19]=[CH:18][CH:17]=3)[CH:30]=4)[CH:9]=[C:10]([CH2:11][CH2:12][OH:13])[N:6]2[N:5]=[CH:4][N:3]=1 |f:3.4.5,6.7|. Yield: 36.6%. Yields the product NC1=NC=NN2C1=C(C=C2CCO)C=2C=CC1=CN(N=C1C2)CC2=CC=CC=C2 (2-[4-Amino-5-(2-benzyl-2H-indazol-6-yl)-pyrrolo[2,1-f][1,2,4]triazin-7-yl]-ethanol). Reactants: C([O-])([O-])=O.[Na+].[Na+] (sodium carbonate), NC1=NC=NN2C1=C(C=C2CCO)Br (2-(4-Amino-5-bromo-pyrrolo[2,1-f][1,2,4]triazin-7-yl)-ethanol), C(C1=CC=CC=C1)N1N=C2C=C(C=CC2=C1)B1OC(C(O1)(C)C)(C)C (2-benzyl-6-(4,4,5,5-tetramethyl-[1,3,2]dioxaborolan-2-yl)-2H-indazole), ClCCl (dichloromethane). Procedure: 2-(4-Amino-5-bromo-pyrrolo[2,1-f][1,2,4]triazin-7-yl)-ethanol (425 mg, 1.65 mmol) and 2-benzyl-6-(4,4,5,5-tetramethyl-[1,3,2]dioxaborolan-2-yl)-2H-indazole (828.8 mg, 2.48 mmol, 1.5 eq) were dissolved in 1:1 EtOH-toluene (33 mL each) and degassed with nitrogen. After 30 minutes, [1,1′-bis(diphenylphosphino)ferrocene]dichloropalladium (II) complexed with dichloromethane (121 mg, 0.17 mmol, 0.1 eq) followed by 2M aqueous sodium carbonate solution (1.65 mL, 3.31 mmol, 2.0 eq) were added. The reacti... Conditions: temperature 80 celsius, time 30 minute. Solvent: CCO.C1(=CC=CC=C1)C (EtOH toluene).